This data is from the Open Reaction Database (ORD), a public repository of structured organic reaction records. The task is: describe an organic reaction: reactants, conditions, products, and yield Starting materials: C/C/1=C/C(=O)OC1=O (3-Methylmaleic anhydride), COC1=CC=C(CN)C=C1 (4-methoxybenzylamine). Solvent: C(C)(=O)O (acetic acid). Yields the product COC1=CC=C(CN2C(C(=CC2=O)C)=O)C=C1 (1-(4-Methoxy-benzyl)-3-methyl-pyrrole-2,5-dione). As a reaction SMILES: [CH3:1][C:2]1=[CH:3][C:4]([O:6][C:7]1=[O:8])=O.[CH3:9][O:10][C:11]1[CH:18]=[CH:17][C:14]([CH2:15][NH2:16])=[CH:13][CH:12]=1>C(O)(=O)C>[CH3:9][O:10][C:11]1[CH:18]=[CH:17][C:14]([CH2:15][N:16]2[C:4](=[O:6])[CH:3]=[C:2]([CH3:1])[C:7]2=[O:8])=[CH:13][CH:12]=1. Procedure details: 3-Methylmaleic anhydride (10 g, 89.2 mmol) and 4-methoxybenzylamine (11.6 mL, 89.2 mmol) were heated to 100° C. in 35 mL glacial acetic acid for 5 h. Solvent was evaporated. The residue was taken up in EtOAc and washed with sat'd aq NaHCO3, water, and brine. The organic phase was dried (MgSO4), filtered, and evaporated. The title compound was obtained as a solid and used without further purification (18.75 g, quant). The reactants are C[O-], CO, COC(=O)C1=Cc2cccc(CCl)c2OCC1, [Na+]. The product is COCc1cccc2c1OCCC(C(=O)OC)=C2. Reaction SMILES: [CH3:1][O-:2].[CH3:21][OH:22].[Cl:4][CH2:5][c:6]1[cH:7][cH:8][cH:9][c:10]2[c:16]1[O:15][CH2:14][CH2:13][C:12]([C:17](=[O:18])[O:19][CH3:20])=[CH:11]2.[Na+:3]>>[CH3:1][O:2][CH2:5][c:6]1[cH:7][cH:8][cH:9][c:10]2[c:16]1[O:15][CH2:14][CH2:13][C:12]([C:17](=[O:18])[O:19][CH3:20])=[CH:11]2. Reactants: CCCCO, FC(F)(F)c1ccc(Cl)nc1, O=c1[nH]nc2c(N3CCNCC3)nc3ccc(F)cc3n12, [Na+], [Na+], O=C([O-])[O-]. Yields the product O=c1[nH]nc2c(N3CCN(c4ccc(C(F)(F)F)cn4)CC3)nc3ccc(F)cc3n12. As a reaction SMILES: [CH2:39]([OH:40])[CH2:41][CH2:42][CH3:43].[Cl:22][c:23]1[n:24][cH:25][c:26]([C:29]([F:30])([F:31])[F:32])[cH:27][cH:28]1.[F:1][c:2]1[cH:3][cH:4][c:5]2[n:6][c:7]([N:16]3[CH2:17][CH2:18][NH:19][CH2:20][CH2:21]3)[c:8]3[n:9]([c:10]2[cH:11]1)[c:12](=[O:15])[nH:13][n:14]3.[Na+:33].[Na+:34].[O-:35][C:36](=[O:37])[O-:38]>>[F:1][c:2]1[cH:3][cH:4][c:5]2[n:6][c:7]([N:16]3[CH2:17][CH2:18][N:19]([c:23]4[n:24][cH:25][c:26]([C:29]([F:30])([F:31])[F:32])[cH:27][cH:28]4)[CH2:20][CH2:21]3)[c:8]3[n:9]([c:10]2[cH:11]1)[c:12](=[O:15])[nH:13][n:14]3. The reactants are O=C([O-])[O-], CNC, CS(C)=O, COc1cc(N2CCOCC2)ccc1-c1nnc(-c2c(-c3ccccc3)noc2Cl)o1, Cl, [K+], [K+], O. Product: COc1cc(N2CCOCC2)ccc1-c1nnc(-c2c(-c3ccccc3)noc2N(C)C)o1. As a reaction SMILES: [C:36](=[O:37])([O-:38])[O-:39].[CH3:33][NH:34][CH3:35].[CH3:42][S:43]([CH3:44])=[O:45].[Cl:1][c:2]1[c:3](-[c:13]2[n:14][n:15][c:16](-[c:18]3[c:19]([O:30][CH3:31])[cH:20][c:21]([N:24]4[CH2:25][CH2:26][O:27][CH2:28][CH2:29]4)[cH:22][cH:23]3)[o:17]2)[c:4](-[c:7]2[cH:8][cH:9][cH:10][cH:11][cH:12]2)[n:5][o:6]1.[ClH:32].[K+:40].[K+:41].[OH2:46]>>[c:2]1([N:34]([CH3:33])[CH3:35])[c:3](-[c:13]2[n:14][n:15][c:16](-[c:18]3[c:19]([O:30][CH3:31])[cH:20][c:21]([N:24]4[CH2:25][CH2:26][O:27][CH2:28][CH2:29]4)[cH:22][cH:23]3)[o:17]2)[c:4](-[c:7]2[cH:8][cH:9][cH:10][cH:11][cH:12]2)[n:5][o:6]1.